This data is from the Open Reaction Database (ORD), a public repository of structured organic reaction records. The task is: describe an organic reaction: reactants, conditions, products, and yield Reaction conditions: time 30 minute. Yields the product ClC1=CC=C(C=C1)C(CN1N=CN=C1)(C(C)(C)C1CC1)OC (2-(4-Chlorophenyl)-3-cyclopropyl-2-methoxy-3-methyl-1-(1H-1,2,4-triazol-1-yl)-butane). The solvent is CN(C)C=O (DMF), CN(C)C=O (DMF). Reported procedure: To a suspension of 0.8 g NaH 80% in 25 ml DMF are added dropwise, at room temperature, a solution of 7.64 g 2-(4-chlorophenyl)-3-cyclopropyl-3-methyl-1-(1H-1,2,4-triazol-1-yl)-butan-2-ol in 50 ml DMF. The reaction is stirred at 40° for 30 minutes. Then are added dropwise, at 50°, 3.76 g CH3I. The mixture is stirred for 18 hours at 20°, then poured into one liter of water and extracted with CH2Cl2. The organic phases are washed with water, dried over MgSO4 and concentrated by continuous flask eva... Reaction SMILES: [H-].[Na+].[Cl:3][C:4]1[CH:9]=[CH:8][C:7]([C:10]([OH:23])([C:17]([CH:20]2[CH2:22][CH2:21]2)([CH3:19])[CH3:18])[CH2:11][N:12]2[CH:16]=[N:15][CH:14]=[N:13]2)=[CH:6][CH:5]=1.[CH3:24]I.O>CN(C=O)C>[Cl:3][C:4]1[CH:9]=[CH:8][C:7]([C:10]([O:23][CH3:24])([C:17]([CH:20]2[CH2:21][CH2:22]2)([CH3:19])[CH3:18])[CH2:11][N:12]2[CH:16]=[N:15][CH:14]=[N:13]2)=[CH:6][CH:5]=1 |f:0.1|. The reactants are ClC1=CC=C(C=C1)C(CN1N=CN=C1)(C(C)(C)C1CC1)O (2-(4-chlorophenyl)-3-cyclopropyl-3-methyl-1-(1H-1,2,4-triazol-1-yl)-butan-2-ol), O (water), [H-].[Na+] (NaH), CI (CH3I). The reactants are CCOC(=O)c1cc(OCc2ccccc2)c2nc(C)c(C)n2c1, CCO. Yields the product CCOC(=O)c1cc(O)c2nc(C)c(C)n2c1. Reaction SMILES: [CH2:1]([c:2]1[cH:3][cH:4][cH:5][cH:6][cH:7]1)[O:8][c:9]1[c:10]2[n:11]([cH:12][c:13]([C:15](=[O:16])[O:17][CH2:18][CH3:19])[cH:14]1)[c:20]([CH3:24])[c:21]([CH3:23])[n:22]2.[CH3:25][CH2:26][OH:27]>>[OH:8][c:9]1[c:10]2[n:11]([cH:12][c:13]([C:15](=[O:16])[O:17][CH2:18][CH3:19])[cH:14]1)[c:20]([CH3:24])[c:21]([CH3:23])[n:22]2. The reactants are ClC1=C(C(N(C2=CC=CC=C12)C1=CC=CC=C1)=O)C(=O)OCC (ethyl 4-chloro-2-oxo-1-phenyl-1,2-dihydroquinoline-3-carboxylate), NC=1C(=CC=CC1)C (o-toluidine). Run in C(Cl)(Cl)Cl (chloroform). The product is CC1=C(C=CC=C1)NC1=C(C(N(C2=CC=CC=C12)C1=CC=CC=C1)=O)C(=O)OCC (ethyl 4-(2-methylphenylamino)-2-oxo-1-phenyl-1,2-dihydroquinoline-3-carboxylate). Yield: 69.4%. Reaction SMILES: Cl[C:2]1[C:11]2[C:6](=[CH:7][CH:8]=[CH:9][CH:10]=2)[N:5]([C:12]2[CH:17]=[CH:16][CH:15]=[CH:14][CH:13]=2)[C:4](=[O:18])[C:3]=1[C:19]([O:21][CH2:22][CH3:23])=[O:20].[NH2:24][C:25]1[C:26]([CH3:31])=[CH:27][CH:28]=[CH:29][CH:30]=1>C(Cl)(Cl)Cl>[CH3:31][C:26]1[CH:27]=[CH:28][CH:29]=[CH:30][C:25]=1[NH:24][C:2]1[C:11]2[C:6](=[CH:7][CH:8]=[CH:9][CH:10]=2)[N:5]([C:12]2[CH:17]=[CH:16][CH:15]=[CH:14][CH:13]=2)[C:4](=[O:18])[C:3]=1[C:19]([O:21][CH2:22][CH3:23])=[O:20]. Procedure: A mixture consisting of 1.0 g (3.05 mmol) of ethyl 4-chloro-2-oxo-1-phenyl-1,2-dihydroquinoline-3-carboxylate and 6.5 g (60.7 mmol) of o-toluidine was reacted at 100° C. for 5 hours. After the reaction, chloroform was added, and the resultant mixture was washed with a 5% aqueous solution of potassium hydrogensulfate and was then dried. The solvent was distilled off under reduced pressure, and the residue so obtained was purified by chromatography on a silica gel and was then recrystallized from ... The reactants are ice water, C1(CCCC1)CN(C1=C(C=C2C(=N1)N(N=C2C)C)CN(C#N)CC2=CC(=C(C(=C2)F)F)F)CC (6-(cyclopentylmethyl-ethyl-amino)-1,3-dimethyl-1H-pyrazolo[3,4-b]pyridine-5-ylmethyl-(3,4,5-trifluoro-benzyl)-cyanamide), [Cl-].[NH4+] (ammonium chloride), [N-]=[N+]=[N-].[Na+] (sodium azide). The solvent is CN(C)C=O (DMF). Reaction conditions: temperature 100 celsius, time 30 minute. Yields the product C1(CCCC1)CN(C1=C(C=C2C(=N1)N(N=C2C)C)CN(C2=NN=NN2)CC2=CC(=C(C(=C2)F)F)F)CC (cyclopentylmethyl-ethyl-(5-{[(3,4,5-trifluoro-benzyl)-(1H-tetrazol-5-yl)-amino]-methyl}-1,3-dimethyl-1H-pyrazolo[3,4-b]pyridine-6-yl)-amine). The yield is 90.0%. Reaction SMILES: [CH:1]1([CH2:6][N:7]([CH2:33][CH3:34])[C:8]2[N:13]=[C:12]3[N:14]([CH3:18])[N:15]=[C:16]([CH3:17])[C:11]3=[CH:10][C:9]=2[CH2:19][N:20]([CH2:23][C:24]2[CH:29]=[C:28]([F:30])[C:27]([F:31])=[C:26]([F:32])[CH:25]=2)[C:21]#[N:22])[CH2:5][CH2:4][CH2:3][CH2:2]1.[Cl-].[NH4+].[N-:37]=[N+:38]=[N-:39].[Na+]>CN(C=O)C>[CH:1]1([CH2:6][N:7]([CH2:33][CH3:34])[C:8]2[N:13]=[C:12]3[N:14]([CH3:18])[N:15]=[C:16]([CH3:17])[C:11]3=[CH:10][C:9]=2[CH2:19][N:20]([CH2:23][C:24]2[CH:29]=[C:28]([F:30])[C:27]([F:31])=[C:26]([F:32])[CH:25]=2)[C:21]2[NH:39][N:38]=[N:37][N:22]=2)[CH2:5][CH2:4][CH2:3][CH2:2]1 |f:1.2,3.4|. Procedure details: To a stirred suspension of [6-(cyclopentylmethyl-ethyl-amino)-1,3-dimethyl-1H-pyrazolo[3,4-b]pyridine-5-ylmethyl-(3,4,5-trifluoro-benzyl)-cyanamide (0.280 g, 0.590 mmol) and ammonium chloride (0.160 g, 2.95 mmol) in dry DMF (10 mL) was added sodium azide (0.195 g, 2.95 mmol) and the reaction mixture was heated at 100° C. overnight. After the reaction mixture was cooled to RT, ice water was added, and this mixture was stirred for 30 min, and then extracted with ethyl acetate (3×50 mL). The combin...